From a dataset of the Open Reaction Database (ORD), a public repository of structured organic reaction records. describe an organic reaction: reactants, conditions, products, and yield Reactants: [N+](=O)([O-])C=1C=C2C3(C(N(C2=CC1)C)N(CC3)C)C (1,2,3,3a,8,8a-Hexahydro-5-nitro-1,3a,8-trimethylpyrrolo[2,3-b]indole), C(C)(=O)OCC (ethyl acetate). The reagents and catalysts are O=[Pt]=O (PtO2). Reaction conditions: temperature 0 celsius, time 2 hour. Product: C(C)OC(=O)NC=1C=C2C3(C(N(C2=CC1)C)N(CC3)C)C (5-ethoxycarbonylamino-1,2,3,3a,8,8a-hexahydro-1,3a,8-trimethylpyrrolo[2,3-b]indole). Reaction SMILES: [N+:1]([C:4]1[CH:5]=[C:6]2[C:10](=[CH:11][CH:12]=1)[N:9]([CH3:13])[CH:8]1[N:14]([CH3:17])[CH2:15][CH2:16][C:7]21[CH3:18])([O-])=O.[C:19]([O:22][CH2:23][CH3:24])(=[O:21])C>O=[Pt]=O>[CH2:23]([O:22][C:19]([NH:1][C:4]1[CH:5]=[C:6]2[C:10](=[CH:11][CH:12]=1)[N:9]([CH3:13])[CH:8]1[N:14]([CH3:17])[CH2:15][CH2:16][C:7]21[CH3:18])=[O:21])[CH3:24]. Reported procedure: 1,2,3,3a,8,8a-Hexahydro-5-nitro-1,3a,8-trimethylpyrrolo[2,3-b]indole (1.0 g) was dissolved in ethyl acetate (100 ml) and hydrogenated in a Parr apparatus at 45 psi using PtO2 (100 mg) as a catalyst. The reduction was complete within 2 hours. The reduction mixture was filtered directly into a nitrogen flushed flask. 4-Dimethylaminopyridine (50 mg) and triethylamine (0.14 g) were added, the mixture was cooled to 0° C. and a solution of ethylchloroformate (0.44 g) in ethyl acetate (70 ml) was added... The reactants are [N+](=O)([O-])C1=CC=C(CC2=C(N3C(C(C3S2)(Br)C(C2=CC=3CN(CCC3S2)CC2=CC=CC=C2)OC(C)=O)=O)C(=O)[O-])C=C1 (4-Nitrobenzy-6-[(acetyloxy)(5-benzyl-4,5,6,7-tetrahydrothieno[3,2-c]pyridin-2-yl)methyl]-6-bromo-7-oxo-4-thia-1-azabicyclo[3.2.0]hept-2-ene-2-carboxylate), P(=O)([O-])([O-])[O-] (phosphate). The reagents and catalysts are [Zn] (Zn). Solvent: C1CCOC1 (THF), C(C)#N (acetonitrile). Conditions: time 2 hour. Product: C(C1=CC=CC=C1)N1CC2=C(CC1)SC(=C2)\C=C\2/[C@H]1SC=C(N1C2=O)C(=O)O ((5R,6Z)-6-[(5-benzyl-4,5,6,7-tetrahydrothieno[3,2-c]pyridin-2-yl)methylene]-7-oxo-4-thia-1-azabicyclo[3.2.0]hept-2-ene-2-carboxylic acid). Reaction SMILES: [N+](C1C=CC(C[C:9]2[S:15][CH:14]3[N:11]([C:12](=[O:38])[C:13]3([CH:17](OC(=O)C)[C:18]3[S:26][C:25]4[CH2:24][CH2:23][N:22]([CH2:27][C:28]5[CH:33]=[CH:32][CH:31]=[CH:30][CH:29]=5)[CH2:21][C:20]=4[CH:19]=3)Br)[C:10]=2[C:39]([O-:41])=[O:40])=CC=1)([O-])=O.P([O-])([O-])([O-])=O>C1COCC1.C(#N)C.[Zn]>[CH2:27]([N:22]1[CH2:23][CH2:24][C:25]2[S:26][C:18](/[CH:17]=[C:13]3\[C@@H:14]4[N:11]([C:12]\3=[O:38])[C:10]([C:39]([OH:41])=[O:40])=[CH:9][S:15]4)=[CH:19][C:20]=2[CH2:21]1)[C:28]1[CH:29]=[CH:30][CH:31]=[CH:32][CH:33]=1. Procedure: 4-Nitrobenzy-6-[(acetyloxy)(5-benzyl-4,5,6,7-tetrahydrothieno[3,2-c]pyridin-2-yl)methyl]-6-bromo-7-oxo-4-thia-1-azabicyclo[3.2.0]hept-2-ene-2-carboxylate (450 mg, 0.65 mmol) was dissolved in THF (20 mL) and acetonitrile (10 mL). Freshly activated Zn dust (5.2 g) was added rapidly with 0.5 M phosphate buffer (pH 6.5, 28 mL). The reaction vessel was covered with foil to exclude light. The reaction mixture was vigorously stirred for 2 hours at room temperature. The reaction mixture was filtered, co...